Dataset: the Open Reaction Database (ORD), a public repository of structured organic reaction records. Task: describe an organic reaction: reactants, conditions, products, and yield The reactants are BrN1C=CC(OCc2ccncc2)=CN1, CC(C)(C)OC(C)(C)C, Cc1ccccc1, CCOC(C)=O, O=C(C=Cc1ccccc1)C=Cc1ccccc1, O=C(C=Cc1ccccc1)C=Cc1ccccc1, O=C(C=Cc1ccccc1)C=Cc1ccccc1, Nc1ccc(Cl)cc1, [Na], [Pd], [Pd]. Product: Clc1ccc(NN2C=CC(OCc3ccncc3)=CN2)cc1. RXN SMILES: [Br:1][N:2]1[NH:3][CH:4]=[C:5]([O:8][CH2:9][c:10]2[cH:11][cH:12][n:13][cH:14][cH:15]2)[CH:6]=[CH:7]1.[C:24]([O:25][C:26]([CH3:27])([CH3:28])[CH3:29])([CH3:30])([CH3:31])[CH3:32].[CH3:34][c:35]1[cH:36][cH:37][cH:38][cH:39][cH:40]1.[CH3:41][CH2:42][O:43][C:44](=[O:45])[CH3:46].[CH:49](=[CH:50][C:51]([CH:52]=[CH:53][c:54]1[cH:55][cH:56][cH:57][cH:58][cH:59]1)=[O:60])[c:61]1[cH:62][cH:63][cH:64][cH:65][cH:66]1.[CH:67](=[CH:68][C:69]([CH:70]=[CH:71][c:72]1[cH:73][cH:74][cH:75][cH:76][cH:77]1)=[O:78])[c:79]1[cH:80][cH:81][cH:82][cH:83][cH:84]1.[CH:85](=[CH:86][C:87]([CH:88]=[CH:89][c:90]1[cH:91][cH:92][cH:93][cH:94][cH:95]1)=[O:96])[c:97]1[cH:98][cH:99][cH:100][cH:101][cH:102]1.[NH2:16][c:17]1[cH:18][cH:19][c:20]([Cl:21])[cH:22][cH:23]1.[Na:33].[Pd:47].[Pd:48]>>[N:2]1([NH:16][c:17]2[cH:18][cH:19][c:20]([Cl:21])[cH:22][cH:23]2)[NH:3][CH:4]=[C:5]([O:8][CH2:9][c:10]2[cH:11][cH:12][n:13][cH:14][cH:15]2)[CH:6]=[CH:7]1. Reactants: CCOC(C)=O, O=C1CCC(=O)N1Br, CN(C)C=O, CNC(=O)c1cccc(-c2cnn3ccnc3c2)c1. Yields the product CNC(=O)c1cccc(-c2cnn3c(Br)cnc3c2)c1. Reaction SMILES: [CH3:33][CH2:34][O:35][C:36]([CH3:37])=[O:38].[O:20]=[C:21]1[N:22]([Br:27])[C:23](=[O:24])[CH2:25][CH2:26]1.[O:28]=[CH:29][N:30]([CH3:31])[CH3:32].[n:1]1[cH:2][cH:3][n:4]2[n:5][cH:6][c:7](-[c:10]3[cH:11][c:12]([C:13](=[O:14])[NH:15][CH3:16])[cH:17][cH:18][cH:19]3)[cH:8][c:9]12>>[n:1]1[cH:2][c:3]([Br:27])[n:4]2[n:5][cH:6][c:7](-[c:10]3[cH:11][c:12]([C:13](=[O:14])[NH:15][CH3:16])[cH:17][cH:18][cH:19]3)[cH:8][c:9]12. Reactants: Cl(=O)(=O)(=O)[O-].[CH+]1CCN2CCCC12 (1,2,3,5,6,7-Hexahydropyrrolizinylium perchlorate), C(#C)[Mg]Br (ethynylmagnesium bromide), [OH-].[Na+] (NaOH). Run in [Cl-].[Na+].O.O (brine water), C1CCOC1 (THF). Reaction conditions: time 45 minute. Yields the product C(#C)C12CCCN2CCC1 (7a-Ethynyl-hexahydro-1H-pyrrolizine). The yield is 71.3%. RXN SMILES: Cl([O-])(=O)(=O)=O.[CH+:6]1[CH:13]2[N:9]([CH2:10][CH2:11][CH2:12]2)[CH2:8][CH2:7]1.[C:14]([Mg]Br)#[CH:15].[OH-].[Na+]>C1COCC1.[Cl-].[Na+].O.O>[C:14]([C:13]12[CH2:12][CH2:11][CH2:10][N:9]1[CH2:8][CH2:7][CH2:6]2)#[CH:15] |f:0.1,3.4,6.7.8.9|. Procedure: 1,2,3,5,6,7-Hexahydropyrrolizinylium perchlorate (1.0 g, 4.8 mmol) was added to a solution of 0.5M ethynylmagnesium bromide (29 mL, 14.3 mmol) in THF at room temperature. The reaction mixture was allowed to stir for 45 minutes, and 15% NaOH solution was added. The slurry was diluted with brine:water (1:1) and extracted with CH2Cl2 (3×). The organic phases were combined, dried (MgSO4), concentrated and chromatographed (silica gel; CHCl3 /MeOH, 90:10) to afford an amber oil (463 mg, 71%): 1H NMR (...